This data is from the Open Reaction Database (ORD), a public repository of structured organic reaction records. The task is: describe an organic reaction: reactants, conditions, products, and yield The reactants are NC1CC2=C(CCC1)C=CC=C2 (6-amino-6,7,8,9-tetrahydro-5H-benzocycloheptene), [Li] (lithium), C(C)OCC (diethyl ether), N (NH3). Run in C(C)O (ethanol). Reaction conditions: time 10 minute. Product: NC1CC2=C(CCC1)CC=CC2 (6-amino-1,4,6,7,8,9-hexahydro-5H-benzocycloheptene). Reaction SMILES: [NH2:1][CH:2]1[CH2:8][CH2:7][CH2:6][C:5]2[CH:9]=[CH:10][CH:11]=[CH:12][C:4]=2[CH2:3]1.C(OCC)C.N.[Li]>C(O)C>[NH2:1][CH:2]1[CH2:8][CH2:7][CH2:6][C:5]2[CH2:9][CH:10]=[CH:11][CH2:12][C:4]=2[CH2:3]1 |^1:18|. Reported procedure: A solution of 16.1 g. (0.10 mole) of 6-amino-6,7,8,9-tetrahydro-5H-benzocycloheptene in 100 ml. of diethyl ether and 500 ml. of liquid NH3 is treated portionwise with 15 g. of lithium in small pieces. After 10 minutes, the mixture is treated dropwise with absolute ethanol to completely discharge the color. After removal of NH3, the residue is cooled and treated with water. Further extraction with ether and removal of organic solvent leaves crude 6-amino-1,4,6,7,8,9-hexahydro-5H-benzocycloheptene... Reactants: C(=O)C1=CC=CC=2C(C(=C(OC21)C2=CC=CC=C2)C)=O (8-formyl-3-methyl-4-oxo-2-phenyl-4H-1-benzopyran), C(CC(=O)O)(=O)O (malonic acid), N1CCCCC1 (piperidine), ice, Cl (hydrochloric acid). Run in N1=CC=CC=C1 (pyridine). Conditions: temperature 100 celsius, time 3 hour. The product is C(=O)(O)/C=C/C1=CC=CC=2C(C(=C(OC21)C2=CC=CC=C2)C)=O (E-8-(2-carboxyvinyl)-3-methyl-4-oxo-2-phenyl-4H-1-benzopyran). RXN SMILES: C([C:3]1[C:12]2[O:11][C:10]([C:13]3[CH:18]=[CH:17][CH:16]=[CH:15][CH:14]=3)=[C:9]([CH3:19])[C:8](=[O:20])[C:7]=2[CH:6]=[CH:5][CH:4]=1)=O.[C:21](O)(=O)[CH2:22][C:23]([OH:25])=[O:24].N1CCCCC1.Cl>N1C=CC=CC=1>[C:23](/[CH:22]=[CH:21]/[C:3]1[C:12]2[O:11][C:10]([C:13]3[CH:14]=[CH:15][CH:16]=[CH:17][CH:18]=3)=[C:9]([CH3:19])[C:8](=[O:20])[C:7]=2[CH:6]=[CH:5][CH:4]=1)([OH:25])=[O:24]. Procedure details: A mixture of 7.92 g of 8-formyl-3-methyl-4-oxo-2-phenyl-4H-1-benzopyran (prepared as described in Uneyama, K. et al., Bull. Chem. Soc. Jap. 58.; 2361, (1985)) 3.75 g of malonic acid and 0.46 ml of piperidine in 15 ml of anhydrous pyridine was stirred at 100° C. for 3 hours. After cooling to 20°-25° C. the reaction mixture was poured into a mixture of 90 g of crushed ice and 33 ml of hydrochloric acid (d=1.18). The resultant precipitate was collected by suction filtration, washed with water and c... Reactants: C1=CC2=C1C=CC(=C2)OC2=C(C#N)C(=CC=C2)OC2=CC1=C(C=C1)C=C2 (2,6-di-(4-benzocyclobutenoxy)benzonitrile), resultant mixture, [H-].[Al+3].[Li+].[H-].[H-].[H-] (lithium aluminum hydride). Run in C(C)OCC (diethyl ether). Reaction conditions: time 15 minute. Yields the product C1=CC2=C1C=CC(=C2)OC2=C(CN)C(=CC=C2)OC2=CC1=C(C=C1)C=C2 (2,6-di-(4-benzocyclobutenoxy)benzylamine). RXN SMILES: [CH:1]1[C:4]2[CH:5]=[CH:6][C:7]([O:9][C:10]3[CH:17]=[CH:16][CH:15]=[C:14]([O:18][C:19]4[CH:26]=[CH:25][C:22]5[CH:23]=[CH:24][C:21]=5[CH:20]=4)[C:11]=3[C:12]#[N:13])=[CH:8][C:3]=2[CH:2]=1.[H-].[Al+3].[Li+].[H-].[H-].[H-]>C(OCC)C>[CH:23]1[C:22]2[CH:25]=[CH:26][C:19]([O:18][C:14]3[CH:15]=[CH:16][CH:17]=[C:10]([O:9][C:7]4[CH:6]=[CH:5][C:4]5[CH:1]=[CH:2][C:3]=5[CH:8]=4)[C:11]=3[CH2:12][NH2:13])=[CH:20][C:21]=2[CH:24]=1 |f:1.2.3.4.5.6|. Procedure details: In a 500 ml, 4-necked round-bottomed flask equipped with an overhead mechanical stirrer, a thermometer/adaptor, a reflux condensor and a funnel was added 2,6-di-(4-benzocyclobutenoxy)benzonitrile followed by 260 ml of anhydrous diethyl ether. The resultant mixture was placed in an ice bath and stirred under anitrogen atmosphere. When the internal temperature reached 0° C., lithium aluminum hydride was added through the attached funnel in 3 portions (0.69 g, 0.96 g, 0.50 g), each addition followe... Reactants: COC(=O)C=1N=COC1CCNC(=O)OCC1=CC=CC=C1 (4-methoxycarbonyl-5-{2-(benzyloxycarbonylamino)ethyl}oxazole), Cl (hydrochloric acid), CO (methanol). Run at temperature 55 celsius, time 6 hour. Product: O=C(C(C(=O)OC)NC=O)CCNC(=O)OCC1=CC=CC=C1 (methyl 3-oxo-5-(benzyloxycarbonylamino)-2-(formylamino)pentanoate). Reaction SMILES: [CH3:1][O:2][C:3]([C:5]1[N:6]=[CH:7][O:8][C:9]=1[CH2:10][CH2:11][NH:12][C:13]([O:15][CH2:16][C:17]1[CH:22]=[CH:21][CH:20]=[CH:19][CH:18]=1)=[O:14])=[O:4].Cl.C[OH:25]>>[O:8]=[C:9]([CH2:10][CH2:11][NH:12][C:13]([O:15][CH2:16][C:17]1[CH:22]=[CH:21][CH:20]=[CH:19][CH:18]=1)=[O:14])[CH:5]([NH:6][CH:7]=[O:25])[C:3]([O:2][CH3:1])=[O:4]. Procedure details: A mixture of 36.5 g of 4-methoxycarbonyl-5-{2-(benzyloxycarbonylamino)ethyl}oxazole, 90 ml of concentrated hydrochloric acid and 270 ml of methanol was stirred at 55° C. for 6 hours. After removing the solvent, the residue was dissolved in tetrahydrofuran, and the solution was neutralized with 21 ml of triethylamine. Further, the solution was cooled to 0° C., and to the solution was added 450 ml of formic acid and was added dropwise 150 ml of acetic anhydride at the same temperature. The mixture... The reactants are C1(=CC=CC=C1)NNC=1SCCN1 (2-phenylhydrazino-2-thiazoline), C(C)OCC (ethyl ether), Cl (hydrogen chloride). Solvent: CO (methanol). Conditions: time 4 day. Product: Cl.C1(=CC=CC=C1)NNC=1SCCN1 (2-Phenylhydrazino-2-Thiazoline Hydrochloride). As a reaction SMILES: [C:1]1([NH:7][NH:8][C:9]2[S:10][CH2:11][CH2:12][N:13]=2)[CH:6]=[CH:5][CH:4]=[CH:3][CH:2]=1.C(OCC)C.[ClH:19]>CO>[ClH:19].[C:1]1([NH:7][NH:8][C:9]2[S:10][CH2:11][CH2:12][N:13]=2)[CH:2]=[CH:3][CH:4]=[CH:5][CH:6]=1 |f:4.5|. Procedure: A solution of 19.3 g. of 2-phenylhydrazino-2-thiazoline in 200 ml. of dry ethyl ether and 50 ml. of methanol is saturated with dry hydrogen chloride gas at 0° C. and stored at 0°-5° C. for 4 days. The crystalline material is filtered and washed with ether affording 16.5 g. of 2-phenylhydrazino-2-thiazoline hydrochloride, m.p. 300° C. Reactants: C(#N)C=1C(=C2CC(CC2=CC1)C(=O)OC)C (methyl 5-cyano-4-methylindane-2-carboxylate), [OH-].[Na+] (NaOH). Solvent: CO (methanol). Conditions: time 8 hour. The product is C(#N)C=1C(=C2CC(CC2=CC1)C(=O)O)C ((R/S) 5-Cyano-4-methylindane-2-carboxylic acid). Yield: 86.7%. Reaction SMILES: [C:1]([C:3]1[C:4]([CH3:16])=[C:5]2[C:9](=[CH:10][CH:11]=1)[CH2:8][CH:7]([C:12]([O:14]C)=[O:13])[CH2:6]2)#[N:2].[OH-].[Na+]>CO>[C:1]([C:3]1[C:4]([CH3:16])=[C:5]2[C:9](=[CH:10][CH:11]=1)[CH2:8][CH:7]([C:12]([OH:14])=[O:13])[CH2:6]2)#[N:2] |f:1.2|. Procedure details: To a solution of methyl 5-cyano-4-methylindane-2-carboxylate (121 mg, 0.562 mmol) in methanol (2 mL), 1.0 N NaOH (1.69 mL, 1.69 mmol) was added and the reaction mixture was stirred overnight. The reaction mixture was acidified, extracted with EtOAc and the organic layer was washed with H2O, brine, dried (MgSO4), filtered and concentrated in vacuo to afford 98 mg of the title compound: 1H NMR (CDCl3) δ 2.48 (s, 3H), 3.26-3.48 (m, 5H), 7.16 (d, 1H, J=7.7 Hz), 7.47 (d, 1H, J=7.8 Hz).